This data is from the Open Reaction Database (ORD), a public repository of structured organic reaction records. The task is: describe an organic reaction: reactants, conditions, products, and yield Starting materials: OC1=CC=C(C=C1)CCCCN1N=CN=C1 (1-[4-(4-hydroxyphenyl)butyl]-1,2,4-triazole), ClCC=1N=C(OC1C)C1=CC2=CC=CC=C2C=C1 (4-chloromethyl-5-methyl-2-(2-naphthyl)oxazole). The product is CC1=C(N=C(O1)C1=CC2=CC=CC=C2C=C1)COC1=CC=C(C=C1)CCCCN1N=CN=C1 (1-[4-[4-[5-methyl-2-(2-naphthyl)-4-oxazolylmethoxy]phenyl]butyl]-1,2,4-triazole). The yield is 54.0%. RXN SMILES: [OH:1][C:2]1[CH:7]=[CH:6][C:5]([CH2:8][CH2:9][CH2:10][CH2:11][N:12]2[CH:16]=[N:15][CH:14]=[N:13]2)=[CH:4][CH:3]=1.Cl[CH2:18][C:19]1[N:20]=[C:21]([C:25]2[CH:34]=[CH:33][C:32]3[C:27](=[CH:28][CH:29]=[CH:30][CH:31]=3)[CH:26]=2)[O:22][C:23]=1[CH3:24]>>[CH3:24][C:23]1[O:22][C:21]([C:25]2[CH:34]=[CH:33][C:32]3[C:27](=[CH:28][CH:29]=[CH:30][CH:31]=3)[CH:26]=2)=[N:20][C:19]=1[CH2:18][O:1][C:2]1[CH:7]=[CH:6][C:5]([CH2:8][CH2:9][CH2:10][CH2:11][N:12]2[CH:16]=[N:15][CH:14]=[N:13]2)=[CH:4][CH:3]=1. Reported procedure: In substantially the same manner as in Working Example 37, 1-[4-(4-hydroxyphenyl)butyl]-1,2,4-triazole was allowed to react with 4-chloromethyl-5-methyl-2-(2-naphthyl)oxazole to give 1-[4-[4-[5-methyl-2-(2-naphthyl)-4-oxazolylmethoxy]phenyl]butyl]-1,2,4-triazole. The yield was 54%. Recrystallization from ethyl acetate-hexane gave colorless prisms, mp 134-135° C. Reactants: O (water), CN1C(NC2=C(C1=O)CN(CC2)CCCCOC2OCCCC2)=O (3-methyl-6-[4-(tetrahydropyran-2-yloxy)butyl]-5,6,7,8-tetrahydro-1H-pyrido[4,3-d]pyrimidine-2,4-dione), Cl (hydrochloric acid). Solvent: CO (methanol). Run at time 7 hour. The product is OCCCCN1CC2=C(NC(N(C2=O)C)=O)CC1 (6-(4-Hydroxybutyl)-3-methyl-5,6,7,8-tetrahydro-1H-pyrido[4,3-d]pyrimidine-2,4-dione). As a reaction SMILES: [CH3:1][N:2]1[C:7](=[O:8])[C:6]2[CH2:9][N:10]([CH2:13][CH2:14][CH2:15][CH2:16][O:17]C3CCCCO3)[CH2:11][CH2:12][C:5]=2[NH:4][C:3]1=[O:24].O.Cl>CO>[OH:17][CH2:16][CH2:15][CH2:14][CH2:13][N:10]1[CH2:11][CH2:12][C:5]2[NH:4][C:3](=[O:24])[N:2]([CH3:1])[C:7](=[O:8])[C:6]=2[CH2:9]1. Reported procedure: 12 g of 3-methyl-6-[4-(tetrahydropyran-2-yloxy)butyl]-5,6,7,8-tetrahydro-1H-pyrido[4,3-d]pyrimidine-2,4-dione were dissolved in 150 ml of methanol and 150 ml of water and the pH was adjusted to i with conc. hydrochloric acid at 20°-25° C., with stirring. After 7 h at room temperature, the mixture was concentrated to dryness under reduced pressure, the residue was taken up with water and the solution was adjusted to pH 7.8. It was concentrated under vacuum and the residue was extracted exhaustive... Reactants: C[Mg+].[Br-] (MeMgBr), ethereal solution, C[Mg+].[Br-] (MeMgBr), NC1=C(C(=C(C=O)C=C1F)F)Br (4-amino-3-bromo-2,5-difluorobenzaldehyde). The solvent is C1CCOC1 (THF). Run at time 15 minute. Product: NC1=C(C(=C(C(C)O)C=C1F)F)Br (4-amino-3-bromo-2,5-difluoro-α-methylbenzyl alcohol). As a reaction SMILES: [NH2:1][C:2]1[C:9]([F:10])=[CH:8][C:5]([CH:6]=[O:7])=[C:4]([F:11])[C:3]=1[Br:12].[CH3:13][Mg+].[Br-]>C1COCC1>[NH2:1][C:2]1[C:9]([F:10])=[CH:8][C:5]([CH:6]([OH:7])[CH3:13])=[C:4]([F:11])[C:3]=1[Br:12] |f:1.2|. Procedure: To a stirred solution of 20 g of 4-amino-3-bromo-2,5-difluorobenzaldehyde and 400 mL of THF under an N2 atmosphere and cooled in ice is added 60 mL of an 2.85M ethereal solution of MeMgBr. The addition is carried out over 15 minutes at a temperature of 10°-16° C. 80 minutes later another 40 mL of MeMgBr is added and the ice bath is removed. 2 hours later the mixture is poured into 1 L of ice/H2O and 10% HCl is added to pH 4. The mixture is extracted with 3×300 mL of CH2Cl2. The extracts are wash... The reactants are NC1=NC=C(C(=N1)N)CC1=CC(=C(C(=C1)OC)OC)OC (2,4-diamino-5-(3,4,5-trimethoxybenzyl)-pyrimidine), C1(=CC=CC=C1)CC(=O)Cl (phenylacetyl chloride). Solvent: ClC1=CC=CC=C1 (chlorobenzene). The product is NC1=NC(=NC=C1CC1=CC(=C(C(=C1)OC)OC)OC)NC(CC1=CC=CC=C1)=O (4-amino-2-phenylacetamido-5-(3,4,5-trimethoxybenzyl)-pyrimidine). RXN SMILES: [NH2:1][C:2]1[N:7]=[C:6]([NH2:8])[C:5]([CH2:9][C:10]2[CH:15]=[C:14]([O:16][CH3:17])[C:13]([O:18][CH3:19])=[C:12]([O:20][CH3:21])[CH:11]=2)=[CH:4][N:3]=1.[C:22]1([CH2:28][C:29](Cl)=[O:30])[CH:27]=[CH:26][CH:25]=[CH:24][CH:23]=1>ClC1C=CC=CC=1>[NH2:8][C:6]1[C:5]([CH2:9][C:10]2[CH:15]=[C:14]([O:16][CH3:17])[C:13]([O:18][CH3:19])=[C:12]([O:20][CH3:21])[CH:11]=2)=[CH:4][N:3]=[C:2]([NH:1][C:29](=[O:30])[CH2:28][C:22]2[CH:27]=[CH:26][CH:25]=[CH:24][CH:23]=2)[N:7]=1. Procedure details: 5.8 g of 2,4-diamino-5-(3,4,5-trimethoxybenzyl)-pyrimidine (trimethoprim) are suspended in 58 ml of chlorobenzene. At 125° C., 1.55 g of phenylacetyl chloride are dripped in, and the whole is maintained at this temperature for five hours. The difficultly soluble trimethoprim hydrochloride is filtered off and the filtrate is concentrated in vacuo. Upon recrystallization from ethanol there is obtained 4-amino-2-phenylacetamido-5-(3,4,5-trimethoxybenzyl)-pyrimidine of melting point 181° to 183° C. Starting materials: O1COC2=C1C=CC(=C2)C(C(=O)[O-])C2=CN(C1=CC=C(C=C21)Br)C (2-(1,3-benzodioxol-5-yl)-2-(5-bromo-1-methyl-1H-3-indolyl)acetate), product, Cl.CN(CCCN=C=NCC)C (1-(3-dimethylaminopropyl)-3-ethylcarbodiimide hydrochloride), COC1=C(C=CC(=C1)C)S(=O)(=O)N (2-Methoxy-4-methyl-1-benzenesulfonamide). The reagents and catalysts are CN(C1=CC=NC=C1)C (4 -Dimethylaminopyridine). Solvent: ClCCl (dichloromethane). Run at time 20 hour. Yields the product O1COC2=C1C=CC(=C2)C(C(=O)NS(=O)(=O)C2=C(C=C(C=C2)C)OC)C2=CN(C1=CC=C(C=C21)Br)C (3-{1-(1,3-Benzodioxol-5-yl)-2-[(2-methoxy-4-methylphenyl)sulfonamido]-2-oxoethyl}-5-bromo-1-methyl-1H-indole). RXN SMILES: [O:1]1[C:5]2[CH:6]=[CH:7][C:8]([CH:10]([C:14]3[C:22]4[C:17](=[CH:18][CH:19]=[C:20]([Br:23])[CH:21]=4)[N:16]([CH3:24])[CH:15]=3)[C:11]([O-])=[O:12])=[CH:9][C:4]=2[O:3][CH2:2]1.[CH3:25][O:26][C:27]1[CH:32]=[C:31]([CH3:33])[CH:30]=[CH:29][C:28]=1[S:34]([NH2:37])(=[O:36])=[O:35].Cl.CN(C)CCCN=C=NCC>CN(C)C1C=CN=CC=1.ClCCl>[O:1]1[C:5]2[CH:6]=[CH:7][C:8]([CH:10]([C:14]3[C:22]4[C:17](=[CH:18][CH:19]=[C:20]([Br:23])[CH:21]=4)[N:16]([CH3:24])[CH:15]=3)[C:11]([NH:37][S:34]([C:28]3[CH:29]=[CH:30][C:31]([CH3:33])=[CH:32][C:27]=3[O:26][CH3:25])(=[O:35])=[O:36])=[O:12])=[CH:9][C:4]=2[O:3][CH2:2]1 |f:2.3|. Reported procedure: 4 -Dimethylaminopyridine (151 mg) was added to a solution of 2-(1,3-benzodioxol-5-yl)-2-(5-bromo-1-methyl-1H-3-indolyl)acetate acid (the product of Example 68, 480 mg. 1.24 mmol) in anhydrous dichloromethane (10 ml) at ambient temperature. 2-Methoxy-4-methyl-1-benzenesulfonamide (from Preparation 11, 300 mg, 1.48 mmol) was added to the solution, followed by 1-(3-dimethylaminopropyl)-3-ethylcarbodiimide hydrochloride (355 mg. 1.85 mmol), and stirring was continued for 20 hours. The solution was w... The reactants are BrC1=C(C(=CC(=C1)Cl)Cl)O (2-Bromo-4,6-dichloro-phenol), C(=O)([O-])[O-].[K+].[K+] (K2CO3), FC(COS(=O)(=O)C)F (Methanesulfonic acid 2,2-difluoro-ethyl ester). The solvent is CN(C)C=O (DMF). Yields the product BrC1=C(C(=CC(=C1)Cl)Cl)OCC(F)F (1-Bromo-3,5-dichloro-2-(2,2-difluoro-ethoxy)-benzene), solid. The yield is 79.0%. RXN SMILES: [Br:1][C:2]1[CH:7]=[C:6]([Cl:8])[CH:5]=[C:4]([Cl:9])[C:3]=1[OH:10].C([O-])([O-])=O.[K+].[K+].[F:17][CH:18]([F:25])[CH2:19]OS(C)(=O)=O>CN(C=O)C>[Br:1][C:2]1[CH:7]=[C:6]([Cl:8])[CH:5]=[C:4]([Cl:9])[C:3]=1[O:10][CH2:19][CH:18]([F:25])[F:17] |f:1.2.3|. Reported procedure: To a solution of 2-bromo-4,6-dichloro-phenol (14.6 g, 60.3 mmol, Step A compound) in DMF (10 ml) were added K2CO3 (16.53 g, 120.6 mmol) and methanesulfonic acid 2,2-difluoro-ethyl ester (10.7 g, 66.4 mmol, Step B compound) and the mixture was heated to reflux for 16 h. The DMF was then evaporated in vacuo and the resulting residue was dissolved in EtOAc (300 ml). This solution was washed two times with water, with brine, dried with Na2SO4 and evaporated. The remaining crude product was purified ... Starting materials: ClC=1C=CC(=C(C1)C1=CC(N(C=C1OC)C(C(=O)O)CC(CC)OC)=O)C#N (2-[4-(5-chloro-2-cyanophenyl)-5-methoxy-2-oxopyridin-1(2H)-yl]-4-methoxyhexanoic acid), NC1=CC=C(C(=O)OCC)C=C1 (ethyl 4-aminobenzoate), CC(N=C=NC(C)C)C (DIC). The solvent is CN(C=O)C (dimethylformamide). Yields the product ClC=1C=CC(=C(C1)C1=CC(N(C=C1OC)C(C(=O)NC1=CC=C(C(=O)OCC)C=C1)CC(CC)OC)=O)C#N (Ethyl 4-({2-[4-(5-chloro-2-cyanophenyl)-5-methoxy-2-oxopyridin-1(2H)-yl]-4-methoxyhexanoyl}amino)-benzoate). Reaction SMILES: [Cl:1][C:2]1[CH:3]=[CH:4][C:5]([C:27]#[N:28])=[C:6]([C:8]2[C:13]([O:14][CH3:15])=[CH:12][N:11]([CH:16]([CH2:20][CH:21]([O:24][CH3:25])[CH2:22][CH3:23])[C:17]([OH:19])=O)[C:10](=[O:26])[CH:9]=2)[CH:7]=1.[NH2:29][C:30]1[CH:40]=[CH:39][C:33]([C:34]([O:36][CH2:37][CH3:38])=[O:35])=[CH:32][CH:31]=1.CC(C)N=C=NC(C)C>CN(C)C=O>[Cl:1][C:2]1[CH:3]=[CH:4][C:5]([C:27]#[N:28])=[C:6]([C:8]2[C:13]([O:14][CH3:15])=[CH:12][N:11]([CH:16]([CH2:20][CH:21]([O:24][CH3:25])[CH2:22][CH3:23])[C:17]([NH:29][C:30]3[CH:31]=[CH:32][C:33]([C:34]([O:36][CH2:37][CH3:38])=[O:35])=[CH:39][CH:40]=3)=[O:19])[C:10](=[O:26])[CH:9]=2)[CH:7]=1. Reported procedure: 620 mg (1.53 mmol) of 2-[4-(5-chloro-2-cyanophenyl)-5-methoxy-2-oxopyridin-1(2H)-yl]-4-methoxyhexanoic acid (mixture of racemic diastereomers), 253 mg (1.53 mmol) of ethyl 4-aminobenzoate, 218 mg (1.53 mmol) of Oxima and 239 μl (1.53 mmol) of DIC in 15.3 ml of dimethylformamide were reacted according to General Method 5B. The crude product was purified by flash chromatography (120 g cartridge, 85 ml/min, cyclohexane/ethyl acetate gradient). Yield: 634 mg (70% of theory) Product: ClC1=CC=C(C=C1)/C(=C(\CCO)/C1=CC=CC=C1)/C1=CC=C(C=C1)OCCOCCOC1OCCCC1 ((E)-4-(4-Chlorophenyl)-3-phenyl-4-(4-{2-[2-(tetrahydropyranyloxy)ethoxy]ethoxy}phenyl)but-3-en-1-ol). Procedure: NaH (0.09 g, 2.69 mmol) is mixed with dimethylformamide (DMF) (30 ml). (E)-4-(4-Chlorophenyl)-4-(4-hydroxyphenyl)-3-phenylbut-3-en-1-ol is dissolved in the solution and the mixture is heated to 60° C. and stirred for half an hour. 2-[(2-(Tetrahydropyranyloxy)ethoxy]ethyl chloride (0.83 g, 4.03 mmol) dissolved in DMF (5 ml) is added to the solution and heating is continued for 3 hours. Saturated aqueous ammonium chloride solution (30 ml) and toluene (30 ml) is added to the cooled reaction mixture... RXN SMILES: [H-].[Na+].[Cl:3][C:4]1[CH:9]=[CH:8][C:7](/[C:10](/[C:21]2[CH:26]=[CH:25][C:24]([OH:27])=[CH:23][CH:22]=2)=[C:11](/[C:15]2[CH:20]=[CH:19][CH:18]=[CH:17][CH:16]=2)\[CH2:12][CH2:13][OH:14])=[CH:6][CH:5]=1.[O:28]1[CH2:33][CH2:32][CH2:31][CH2:30][CH:29]1[O:34][CH2:35][CH2:36][O:37][CH2:38][CH2:39]Cl.[Cl-].[NH4+]>CN(C)C=O.C1(C)C=CC=CC=1>[Cl:3][C:4]1[CH:9]=[CH:8][C:7](/[C:10](/[C:21]2[CH:22]=[CH:23][C:24]([O:27][CH2:39][CH2:38][O:37][CH2:36][CH2:35][O:34][CH:29]3[CH2:30][CH2:31][CH2:32][CH2:33][O:28]3)=[CH:25][CH:26]=2)=[C:11](/[C:15]2[CH:20]=[CH:19][CH:18]=[CH:17][CH:16]=2)\[CH2:12][CH2:13][OH:14])=[CH:6][CH:5]=1 |f:0.1,4.5|. Conditions: temperature 60 celsius, time 3 hour. Starting materials: [Cl-].[NH4+] (ammonium chloride), [H-].[Na+] (NaH), ClC1=CC=C(C=C1)/C(=C(\CCO)/C1=CC=CC=C1)/C1=CC=C(C=C1)O ((E)-4-(4-Chlorophenyl)-4-(4-hydroxyphenyl)-3-phenylbut-3-en-1-ol), O1C(CCCC1)OCCOCCCl ((2-(Tetrahydropyranyloxy)ethoxy]ethyl chloride). Run in C1(=CC=CC=C1)C (toluene), CN(C=O)C (dimethylformamide), CN(C=O)C (DMF).